Task: describe an organic reaction: reactants, conditions, products, and yield. Dataset: the Open Reaction Database (ORD), a public repository of structured organic reaction records Starting materials: CN(S(=O)(=O)C1=CC2=C(O1)C=CC=C2OC)C (2-(N,N-dimethylsulfamoyl)-4-methoxybenzo(b)furan), B(Br)(Br)Br (boron tribromide). The product is CN(S(=O)(=O)C1=CC2=C(O1)C=CC=C2O)C (2-(N,N-dimethylsulfamoyl)-4-hydroxybenzo(b)furan). As a reaction SMILES: [CH3:1][N:2]([CH3:17])[S:3]([C:6]1[O:10][C:9]2[CH:11]=[CH:12][CH:13]=[C:14]([O:15]C)[C:8]=2[CH:7]=1)(=[O:5])=[O:4].B(Br)(Br)Br>>[CH3:1][N:2]([CH3:17])[S:3]([C:6]1[O:10][C:9]2[CH:11]=[CH:12][CH:13]=[C:14]([OH:15])[C:8]=2[CH:7]=1)(=[O:5])=[O:4]. Procedure: By the reactions in the same manner as in Starting Material Synthesis Example 5 using 2-(N,N-dimethylsulfamoyl)-4-methoxybenzo(b)furan (1.30 g) and boron tribromide (2.6 ml), the title compound (1.20 g) was obtained as colorless crystals, melting point 150–153° C. Yield: 97.7%. Reactants: C(C)(C)(C)OC(=O)N1CCC(CC1)C1CC=2C(=CN=C(C2)Cl)O1 (4-(5-chloro-2,3-dihydro-furo[2,3-c]pyridin-2-yl)-piperidine-1-carboxylic acid tert-butyl ester), C(C)NC(=O)C1=CC=C(C=C1)B(O)O (4-(N-ethylaminocarbonyl)phenylboronic acid). Product: C(C)(C)(C)OC(=O)N1CCC(CC1)C1CC=2C(=CN=C(C2)C2=CC=C(C=C2)C(NCC)=O)O1 (4-[5-(4-Ethylcarbamoyl-phenyl)-2,3-dihydro-furo[2,3-c]pyridin-2-yl]-piperidine-1-carboxylic acid tert-butyl ester). RXN SMILES: [C:1]([O:5][C:6]([N:8]1[CH2:13][CH2:12][CH:11]([CH:14]2[O:23][C:17]3=[CH:18][N:19]=[C:20](Cl)[CH:21]=[C:16]3[CH2:15]2)[CH2:10][CH2:9]1)=[O:7])([CH3:4])([CH3:3])[CH3:2].[CH2:24]([NH:26][C:27]([C:29]1[CH:34]=[CH:33][C:32](B(O)O)=[CH:31][CH:30]=1)=[O:28])[CH3:25]>>[C:1]([O:5][C:6]([N:8]1[CH2:13][CH2:12][CH:11]([CH:14]2[O:23][C:17]3=[CH:18][N:19]=[C:20]([C:32]4[CH:33]=[CH:34][C:29]([C:27](=[O:28])[NH:26][CH2:24][CH3:25])=[CH:30][CH:31]=4)[CH:21]=[C:16]3[CH2:15]2)[CH2:10][CH2:9]1)=[O:7])([CH3:4])([CH3:3])[CH3:2]. Procedure details: The title compound is prepared from 4-(5-chloro-2,3-dihydro-furo[2,3-c]pyridin-2-yl)-piperidine-1-carboxylic acid tert-butyl ester and 4-(N-ethylaminocarbonyl)phenylboronic acid following a procedure analogous to that described in Example 28. LC (method 10): tR=1.66 min; Mass spectrum (ESI+): m/z=452 [M+H]+. Starting materials: COC(=O)C=1SC(=CC1N=CN(C)C)C#CC1CC1 (5-Cyclopropylethynyl-3-(dimethylaminomethyleneamino)thiophene-2-carboxylic acid methyl ester), CN1CCN(CCC1)C1=CC=C(C=C1)N (4-(4-methyl[1,4]diazepan-1-yl)phenylamine). Yields the product C1(CC1)C#CC1=CC=2N=CN(C(C2S1)=O)C1=CC=C(C=C1)N1CCN(CCC1)C (6-Cyclopropylethynyl-3-[4-(4-methyl[1,4]diazepan-1-yl)phenyl]-3H-thieno[3,2-d]pyrimidin-4-one). As a reaction SMILES: CO[C:3]([C:5]1[S:6][C:7]([C:15]#[C:16][CH:17]2[CH2:19][CH2:18]2)=[CH:8][C:9]=1[N:10]=[CH:11][N:12]([CH3:14])C)=[O:4].[CH3:20][N:21]1[CH2:27][CH2:26][CH2:25][N:24]([C:28]2[CH:33]=[CH:32]C(N)=[CH:30][CH:29]=2)[CH2:23][CH2:22]1>>[CH:17]1([C:16]#[C:15][C:7]2[S:6][C:5]3[C:3](=[O:4])[N:12]([C:14]4[CH:32]=[CH:33][C:28]([N:24]5[CH2:25][CH2:26][CH2:27][N:21]([CH3:20])[CH2:22][CH2:23]5)=[CH:29][CH:30]=4)[CH:11]=[N:10][C:9]=3[CH:8]=2)[CH2:18][CH2:19]1. Procedure: 5-Cyclopropylethynyl-3-(dimethylaminomethyleneamino)thiophene-2-carboxylic acid methyl ester was reacted with 4-(4-methyl[1,4]diazepan-1-yl)phenylamine by method A1. The product with the molecular weight of 404.53 (C23H24N4OS) was obtained in this way; MS (ESI): 405 (M+H+). The reactants are C(C)(=O)OCC (ethyl acetate), CCCCCCC (n-heptane), CC=1SC(=C(N1)CCCCCCC(=O)OC)CO (2-methyl-4-(6-carbomethoxyhexyl)-5-hydroxymethyl-thiazole). The solvent is ClCCl (dichloromethane), ClCCl (dichloromethane). Reaction conditions: time 30 minute. Yields the product CC=1SC(=C(N1)CCCCCCC(=O)OC)C=O (2-methyl-4-(6-carbomethoxyhexyl)-thiazole-5-carbaldehyde). The yield is 77.4%. As a reaction SMILES: [CH3:1][C:2]1[S:3][C:4]([CH2:17][OH:18])=[C:5]([CH2:7][CH2:8][CH2:9][CH2:10][CH2:11][CH2:12][C:13]([O:15][CH3:16])=[O:14])[N:6]=1.C(OCC)(=O)C.CCCCCCC>ClCCl>[CH3:1][C:2]1[S:3][C:4]([CH:17]=[O:18])=[C:5]([CH2:7][CH2:8][CH2:9][CH2:10][CH2:11][CH2:12][C:13]([O:15][CH3:16])=[O:14])[N:6]=1. Reported procedure: The solution of 2.8 g of crude 2-methyl-4-(6-carbomethoxyhexyl)-5-hydroxymethyl thiazole (XII, R1 = CH3) in 25 ml of dichloromethane was dropwise added to the solution of 16 g of chromium trioxide-dipyiridine complex in 320 ml of dichloromethane. Stirring of the reaction mixture was continued for 30 minutes, then the reaction mixture was filtered and the filtrate was evaporated in vacuo. After purifying the crude product obtained as evaporation residue, by preparative thin layer chromatography u...